From a dataset of the Open Reaction Database (ORD), a public repository of structured organic reaction records. describe an organic reaction: reactants, conditions, products, and yield RXN SMILES: CN(OC)[C:3]([C:5]1[O:6][C:7]([C:10]2[CH:15]=[CH:14][C:13]([CH3:16])=[CH:12][CH:11]=2)=[CH:8][CH:9]=1)=O.[H-].Cl.[OH2:21]>O1CCCC1.C1(C)C=CC=CC=1>[CH3:16][C:13]1[CH:12]=[CH:11][C:10]([C:7]2[O:6][C:5](/[CH:3]=[CH:3]/[C:5]([O:6][CH3:7])=[O:21])=[CH:9][CH:8]=2)=[CH:15][CH:14]=1. Reaction conditions: temperature -78 celsius, time 10 minute. Product: CC1=CC=C(C=C1)C1=CC=C(O1)/C=C/C(=O)OC (methyl (E)-3-[5-(4-methylphenyl)furan-2-yl]acrylate). Procedure details: Under nitrogen atmosphere, to a solution of N-methyl-N-methoxy-5-(4-methylphenyl)furan-2-carboxamide (2.5 g) in tetrahydrofuran (20 ml) was added duisobutylaluminum hydride (1.01M toluene solution) (15 ml) at -78° C., and the mixture was stirred at -78° C. for 10 minutes and then at 0° C. for 15 minutes. To the reaction mixture was added 1N hydrochloric acid to stop the reaction, and the mixture was extracted with ethyl acetate. The organic layer was washed with saturated sodium chloride solutio... Reactants: CN(C(=O)C=1OC(=CC1)C1=CC=C(C=C1)C)OC (N-methyl-N-methoxy-5-(4-methylphenyl)furan-2-carboxamide), [H-] (hydride), aldehyde, methyl (triphenylphosphoranilidene)acetate, Cl (hydrochloric acid), O (water). Solvent: O1CCCC1 (tetrahydrofuran), C1(=CC=CC=C1)C (toluene). The reactants are CCN=C=NCCCN(C)C, CCN(C(C)C)C(C)C, O=C(c1ccccc1C(F)(F)F)N1CCNCC1, CN(C)C=O, O, O=C(O)CNC(=O)c1ccccc1O, On1nnc2ccccc21. Product: O=C(NCC(=O)N1CCN(C(=O)c2ccccc2C(F)(F)F)CC1)c1ccccc1O. RXN SMILES: [CH3:24][CH2:25][N:26]=[C:27]=[N:28][CH2:29][CH2:30][CH2:31][N:32]([CH3:33])[CH3:34].[CH:1]([N:2]([CH2:3][CH3:4])[CH:5]([CH3:6])[CH3:7])([CH3:8])[CH3:9].[N:45]1([C:51](=[O:52])[c:53]2[c:54]([C:59]([F:60])([F:61])[F:62])[cH:55][cH:56][cH:57][cH:58]2)[CH2:46][CH2:47][NH:48][CH2:49][CH2:50]1.[O:63]=[CH:64][N:65]([CH3:66])[CH3:67].[OH2:68].[OH:10][c:11]1[c:12]([C:13](=[O:14])[NH:15][CH2:16][C:17](=[O:18])[OH:19])[cH:20][cH:21][cH:22][cH:23]1.[OH:35][n:36]1[c:37]2[c:38]([cH:39][cH:40][cH:41][cH:42]2)[n:43][n:44]1>>[OH:10][c:11]1[c:12]([C:13](=[O:14])[NH:15][CH2:16][C:17](=[O:19])[N:48]2[CH2:47][CH2:46][N:45]([C:51](=[O:52])[c:53]3[c:54]([C:59]([F:60])([F:61])[F:62])[cH:55][cH:56][cH:57][cH:58]3)[CH2:50][CH2:49]2)[cH:20][cH:21][cH:22][cH:23]1. Reactants: [N+](=O)([O-])C=1C=C(C(=O)O)C=CC1F (3-nitro-4-fluorobenzoic acid). The reagents and catalysts are [Pd] (Pd/C). Solvent: CO (MeOH). Conditions: time 6 hour. The product is compound 8A, NC=1C=C(C(=O)O)C=CC1F (3-amino-4-fluorobenzoic acid). Reaction SMILES: [N+:1]([C:4]1[CH:5]=[C:6]([CH:10]=[CH:11][C:12]=1[F:13])[C:7]([OH:9])=[O:8])([O-])=O>CO.[Pd]>[NH2:1][C:4]1[CH:5]=[C:6]([CH:10]=[CH:11][C:12]=1[F:13])[C:7]([OH:9])=[O:8]. Procedure details: A mixture of 3-nitro-4-fluorobenzoic acid (1.85 g, 10.0 mmol) in MeOH (10 mL) and 5% Pd/C (100 mg) was stirred under an atmosphere of hydrogen and for 6 h. The catalyst was removed by filtration, washed with methanol and the volatiles were removed in vacuo to give compound 8A, 3-amino-4-fluorobenzoic acid, as a light yellow solid (1.50 g, 9.67 mmol, 97%). Reactants: FC(C(NC1=CC=CC=C1)C(C(=O)OCC)C(=O)OCC)(F)F (Diethyl 2-(2,2,2-trifluoro-1-(phenylamino)ethyl)malonate), [OH-].[Na+] (sodium hydroxide). The solvent is O (water), C(C)O (ethanol). The product is FC(C(CC(=O)O)NC1=CC=CC=C1)(F)F (4,4,4-Trifluoro-3-(phenylamino)butanoic acid). The yield is 13.4%. RXN SMILES: [F:1][C:2]([F:23])([F:22])[CH:3]([CH:11](C(OCC)=O)[C:12]([O:14]CC)=[O:13])[NH:4][C:5]1[CH:10]=[CH:9][CH:8]=[CH:7][CH:6]=1.[OH-].[Na+]>O.C(O)C>[F:1][C:2]([F:22])([F:23])[CH:3]([NH:4][C:5]1[CH:10]=[CH:9][CH:8]=[CH:7][CH:6]=1)[CH2:11][C:12]([OH:14])=[O:13] |f:1.2|. Procedure details: A solution of compound 326 (2.16 g, 6.48 mmol) and sodium hydroxide (2.60 g, 64.8 mmol) in water (5.2 mL) and ethanol (26 mL) was stirred at room temperature for 24 h. The solvents were removed under reduced pressure leaving a white solid which was triturated in ether, isolated by filtration, rinsed with ether and dried under high vacuum. The white solid was dissolved in water (12 mL), and the solution was neutralized to pH 4 with a 3N HCl solution, extracted twice with EtOAc, the combined organ... Starting materials: BrC(C=1C=C(C(=C(C1)C)O)C)(Br)Br (tribromomesitol), BrC1=C(C(=C(C(=C1C)O)C)Br)C (dibromomesitol). Reaction conditions: temperature 25 celsius, time 3 hour. Yields the product BrCC1=C(C(=C(C(=C1Br)C)O)C)Br (4-Bromomethyl-3,5-dibromo-2,6-dimethylphenol). RXN SMILES: [Br:1]C(Br)(Br)C1C=C(C)C(O)=C(C)C=1.[Br:14][C:15]1[C:20]([CH3:21])=[C:19]([OH:22])[C:18]([CH3:23])=[C:17]([Br:24])[C:16]=1[CH3:25]>>[Br:1][CH2:25][C:16]1[C:15]([Br:14])=[C:20]([CH3:21])[C:19]([OH:22])=[C:18]([CH3:23])[C:17]=1[Br:24]. Reported procedure: The temperature is increased to 70° C.-75° C., and a solution is obtained. The solution is held at 70° C.-75° C. for 3 hours. The unreacted bromine is removed by distillation with the aid of 1 liter of carbon tetrachloride. When 1 liter of solvent remains with the product, the solution is cooled to 25° C. The light brown solid which is obtained is filtered and is dried under vacuum for 5 hours. A yield of 250 g (67 percent) is obtained, which analysis by gas chromatography shows to be 97 percent... Reactants: C(C1=CC=CC=C1)OC(=O)NC(C(OC1OCCCC1)C1=CC=CC=C1)C(=O)OC[C@H](NC(C(F)(F)F)=O)C(=O)OCC1=CC=CC=C1 (benzyl O-(N-benzyloxycarbonyl-3-phenyl-O-tetrahydropyranyl-D,L-serinyl)-N-trifluoroacetyl-L-serinate), C1(=CC=C(C=C1)S(=O)(=O)O)C (p-toluenesulfonic acid). Solvent: CO (methanol). Product: C(C1=CC=CC=C1)OC(=O)NC(C(O)C1=CC=CC=C1)C(=O)OC[C@H](NC(C(F)(F)F)=O)C(=O)OCC1=CC=CC=C1 (benzyl O-(N-benzyloxycarbonyl-3-phenyl-D,L-serinyl)-N-trifluoroacetyl-L-serinate). Isolated yield 57.7%. Reaction SMILES: [CH2:1]([O:8][C:9]([NH:11][CH:12]([C:27]([O:29][CH2:30][C@@H:31]([C:39]([O:41][CH2:42][C:43]1[CH:48]=[CH:47][CH:46]=[CH:45][CH:44]=1)=[O:40])[NH:32][C:33](=[O:38])[C:34]([F:37])([F:36])[F:35])=[O:28])[CH:13]([C:21]1[CH:26]=[CH:25][CH:24]=[CH:23][CH:22]=1)[O:14]C1CCCCO1)=[O:10])[C:2]1[CH:7]=[CH:6][CH:5]=[CH:4][CH:3]=1.C1(C)C=CC(S(O)(=O)=O)=CC=1>CO>[CH2:1]([O:8][C:9]([NH:11][CH:12]([C:27]([O:29][CH2:30][C@@H:31]([C:39]([O:41][CH2:42][C:43]1[CH:48]=[CH:47][CH:46]=[CH:45][CH:44]=1)=[O:40])[NH:32][C:33](=[O:38])[C:34]([F:37])([F:35])[F:36])=[O:28])[CH:13]([C:21]1[CH:22]=[CH:23][CH:24]=[CH:25][CH:26]=1)[OH:14])=[O:10])[C:2]1[CH:7]=[CH:6][CH:5]=[CH:4][CH:3]=1. Procedure details: To a solution of benzyl O-(N-benzyloxycarbonyl-3-phenyl-O-tetrahydropyranyl-D,L-serinyl)-N-trifluoroacetyl-L-serinate (0.8 g) in methanol (10 ml) was added p-toluenesulfonic acid (45.6 mg) at room temperature. After stirring for an hour at room temperature, the reaction mixture was concentrated and the residue was chromatographed on preparative thin layer chromatography to give benzyl O-(N-benzyloxycarbonyl-3-phenyl-D,L-serinyl)-N-trifluoroacetyl-L-serinate (404 mg). Starting materials: C(=C(C=O)[Br])c1ccccc1, CC1=CN=C(C=C1)N, [C-]#[N+]C1CCCCC1. The reagents and catalysts are O=C(O)C(F)(F)F (trifluoroacetic acid). The solvent is CC(C)O (isopropyl alcohol), CC(C)O (isopropylalcohol). Reaction conditions: temperature 22 celsius, time 20 hour. The product is Cc1ccc2nc(C(=Cc3ccccc3)[Br])c(NC3CCCCC3)n2c1. Isolated yield 0.0%. RXN SMILES: CC1=CC=C(N)N=C1.[C-]#[N+]C1CCCCC1.Br\C(C=O)=C/C1=CC=CC=C1>>CC1=CN2C(C=C1)=NC(=C2NC1CCCCC1)\C(Br)=C\C1=CC=CC=C1. The reactants are ethyl acetate-hexanes, BrC1=CC=C(C=N1)C(C(F)(F)F)NS(=O)C(C)(C)C (2-methyl-propane-2-sulfinic acid [1-(6-bromo-pyridin-3-yl)-2,2,2-trifluoro-ethyl]-amide), solution, Cl (HCl), O1CCOCC1 (dioxane). Run in CO (methanol), C([O-])([O-])=O.[K+].[K+] (potassium carbonate). Yields the product BrC1=CC=C(C=N1)C(C(F)(F)F)N (1-(6-Bromo-pyridin-3-yl)-2,2,2-trifluoro-ethylamine). RXN SMILES: [Br:1][C:2]1[N:7]=[CH:6][C:5]([CH:8]([NH:13]S(C(C)(C)C)=O)[C:9]([F:12])([F:11])[F:10])=[CH:4][CH:3]=1.Cl.O1CCOCC1>CO.C(=O)([O-])[O-].[K+].[K+]>[Br:1][C:2]1[N:7]=[CH:6][C:5]([CH:8]([NH2:13])[C:9]([F:10])([F:11])[F:12])=[CH:4][CH:3]=1 |f:4.5.6|. Reported procedure: To a solution of 2-methyl-propane-2-sulfinic acid [1-(6-bromo-pyridin-3-yl)-2,2,2-trifluoro-ethyl]-amide (1.17 g, 3.26 mmol) in methanol (15 mL) was added a 4 N solution of HCl in dioxane (2 mL, 8.0 mmol). The reaction was monitored by TLC (ethyl acetate-hexanes 3:7). The mixture was diluted with saturated aqueous potassium carbonate and extracted with ethyl acetate (3×25 mL). The combined organic layers were washed with brine (3×15 mL), dried over magnesium sulfate, filtered and concentrated. T...